Dataset: the Open Reaction Database (ORD), a public repository of structured organic reaction records. Task: describe an organic reaction: reactants, conditions, products, and yield Reactants: [Br-], CC[Mg+], CC1(C)C(C(=O)Cl)C1(C)C, [Cl-], [Cl-], ClCCl, O=[N+]([O-])c1cccc2[nH]ccc12, [Zn+2]. Product: CC1(C)C(C(=O)c2c[nH]c3cccc([N+](=O)[O-])c23)C1(C)C. Reaction SMILES: [Br-:13].[CH2:14]([Mg+:15])[CH3:16].[CH3:17][C:18]1([CH3:26])[CH:19]([C:23](=[O:24])[Cl:25])[C:20]1([CH3:21])[CH3:22].[Cl-:30].[Cl-:32].[Cl:27][CH2:28][Cl:29].[N+:1](=[O:2])([O-:3])[c:4]1[c:5]2[cH:6][cH:7][nH:8][c:9]2[cH:10][cH:11][cH:12]1.[Zn+2:31]>>[N+:1](=[O:2])([O-:3])[c:4]1[c:5]2[c:6]([C:23]([CH:19]3[C:18]([CH3:17])([CH3:26])[C:20]3([CH3:21])[CH3:22])=[O:24])[cH:7][nH:8][c:9]2[cH:10][cH:11][cH:12]1. Reactants: ClC1=CN=NC2=CC(=CC=C12)C (4-chloro-7-methylcinnoline), BrN1C(CCC1=O)=O (N-bromosuccinimide), C(C1=CC=CC=C1)(=O)OOC(C1=CC=CC=C1)=O (benzoyl peroxide). The solvent is C(Cl)(Cl)(Cl)Cl (carbon tetrachloride). Conditions: temperature 80 celsius. The product is BrCC1=CC=C2C(=CN=NC2=C1)Cl (7-Bromomethyl-4-chlorocinnoline). Isolated yield 35.6%. RXN SMILES: [Cl:1][C:2]1[C:11]2[C:6](=[CH:7][C:8]([CH3:12])=[CH:9][CH:10]=2)[N:5]=[N:4][CH:3]=1.[Br:13]N1C(=O)CCC1=O.C(OOC(=O)C1C=CC=CC=1)(=O)C1C=CC=CC=1>C(Cl)(Cl)(Cl)Cl>[Br:13][CH2:12][C:8]1[CH:7]=[C:6]2[C:11]([C:2]([Cl:1])=[CH:3][N:4]=[N:5]2)=[CH:10][CH:9]=1. Procedure: A solution of 4-chloro-7-methylcinnoline (0.6 g, 3.37 mmol) in carbon tetrachloride (30 mL) is treated with N-bromosuccinimide (0.64 g, 3.4 mmol) and a catalytic amount of 70% benzoyl peroxide (0.22 g, 0.63 mmol). The solution is heated to 80° C. overnight, then filtered. The filtrate is concentrated in vacuo and the resulting residue is chromatographed (20% ethyl acetate/methyl chloride) to give the title compound (0.3 g, 1.2 mmol) and some unreacted starting material (0.1 g, 0.56 mmol). MS m/z... Reactants: ice water, COC1=CC=CC=2C[C@@H]3[C@@H]4CCC(C[C@@]4(C12)CCN3)=O (4-methoxymorphinan-6-one), C(=O)([O-])[O-].[K+].[K+] (K2CO3), C1(CCC1)C(=O)Cl (cyclobutanecarboxylic acid chloride). Procedure: To a mixture of 2 g (7.37 mmol) 4-methoxymorphinan-6-one (H2O was removed azeotropic) and 3 g (21.71 mmol) K2CO3 in 20 ml dry DMF was dropped at room temperature during 15 min. a solution of 900 mg (7.59 mmol) cyclobutanecarboxylic acid chloride. This mixture was stirred at room temperature for 1 h, then poured on 200 ml ice water and extracted with ether. The organic layer was extracted with 2 N HCl and brine, dried and evaporated to give an oil, which was crystallized with benzene/u/hexane to ... Yield: 96.0%. Reaction SMILES: [CH3:1][O:2][C:3]1[C:16]2[C@:15]34[CH2:17][CH2:18][NH:19][C@@H:9]([C@@H:10]3[CH2:11][CH2:12][C:13](=[O:20])[CH2:14]4)[CH2:8][C:7]=2[CH:6]=[CH:5][CH:4]=1.C([O-])([O-])=O.[K+].[K+].[CH:27]1([C:31](Cl)=[O:32])[CH2:30][CH2:29][CH2:28]1>CN(C=O)C>[CH:27]1([C:31]([N:19]2[CH2:18][CH2:17][C@@:15]34[C:16]5[C:3]([O:2][CH3:1])=[CH:4][CH:5]=[CH:6][C:7]=5[CH2:8][C@@H:9]2[C@@H:10]3[CH2:11][CH2:12][C:13](=[O:20])[CH2:14]4)=[O:32])[CH2:30][CH2:29][CH2:28]1 |f:1.2.3|. The product is C1(CCC1)C(=O)N1[C@H]2[C@@H]3CCC(C[C@@]3(C=3C(=CC=CC3C2)OC)CC1)=O (N-cyclobutylcarbonyl-4-methoxymorphinan-6-one). Conditions: time 1 hour. Run in CN(C)C=O (DMF). The reactants are B, C=CCc1cc(C(=O)OCC)ccc1OCC1(O)CN2CCC1CC2, CCO, [Na+], [OH-], O. Product: B, C=CCc1cc(C(=O)O)ccc1OCC1(O)CN2CCC1CC2. Reaction SMILES: [BH3:3].[CH2:4]([CH:5]=[CH2:6])[c:7]1[c:8]([O:9][CH2:10][C:11]2([OH:19])[CH2:12][N:13]3[CH2:14][CH2:15][CH:16]2[CH2:17][CH2:18]3)[cH:20][cH:21][c:22]([C:24](=[O:25])[O:26][CH2:27][CH3:28])[cH:23]1.[CH3:29][CH2:30][OH:31].[Na+:2].[OH-:1].[OH2:32]>>[BH3:3].[CH2:4]([CH:5]=[CH2:6])[c:7]1[c:8]([O:9][CH2:10][C:11]2([OH:19])[CH2:12][N:13]3[CH2:14][CH2:15][CH:16]2[CH2:17][CH2:18]3)[cH:20][cH:21][c:22]([C:24](=[O:25])[OH:26])[cH:23]1. Starting materials: CC=1C=NC=2C(CCCC2C1)C#N (3-Methyl-8-cyano-5,6,7,8-tetrahydroquinoline), C(C)(=S)N (thioacetamide), Cl (hydrogen chloride). The solvent is CN(C=O)C (dimethylformamide). Product: CC=1C=NC=2C(CCCC2C1)C(N)=S (3-Methyl-5,6,7,8-tetrahydroquinoline-8-thiocarboxamide). Yield: 63.8%. RXN SMILES: [CH3:1][C:2]1[CH:3]=[N:4][C:5]2[CH:6]([C:12]#[N:13])[CH2:7][CH2:8][CH2:9][C:10]=2[CH:11]=1.C(N)(=[S:16])C.Cl>CN(C)C=O>[CH3:1][C:2]1[CH:3]=[N:4][C:5]2[CH:6]([C:12](=[S:16])[NH2:13])[CH2:7][CH2:8][CH2:9][C:10]=2[CH:11]=1. Procedure: 3-Methyl-8-cyano-5,6,7,8-tetrahydroquinoline (1.7 g., 0.01 m.) and thioacetamide (1.5 g., 0.02 m.) were dissolved in dimethylformamide (50 ml.), the solution saturated with dry hydrogen chloride gas and then heated on a steam bath for 4 hours. The cooled reaction mixture was poured onto water (200 ml.), washed with ethyl acetate (2 × 200 ml.) and the extracts discarded. The aqueous solution was adjusted to pH 10.0 with 46% sodium hydroxide and extracted into methylene chloride (2 × 200 ml.). The... The reactants are O=C([O-])[O-], O=C(Cl)CCl, ClCCl, [K+], [K+], N#CC1CCNCC1. The product is N#CC1CCN(C(=O)CCl)CC1. RXN SMILES: [C:9](=[O:10])([O-:11])[O-:12].[Cl:15][CH2:16][C:17](=[O:18])[Cl:19].[Cl:20][CH2:21][Cl:22].[K+:13].[K+:14].[NH:1]1[CH2:2][CH2:3][CH:4]([C:7]#[N:8])[CH2:5][CH2:6]1>>[N:1]1([C:17]([CH2:16][Cl:15])=[O:18])[CH2:2][CH2:3][CH:4]([C:7]#[N:8])[CH2:5][CH2:6]1. Reactants: C=CCCCCCC(C(=O)OCC)C(=O)OCC, [H-], FC(F)(F)C(F)(F)C(F)(F)C(F)(F)CCCI, [Na+], C1CCOC1, O. Yields the product C=CCCCCCC(CCCC(F)(F)C(F)(F)C(F)(F)C(F)(F)F)(C(=O)OCC)C(=O)OCC. As a reaction SMILES: [CH2:3]([CH2:4][CH2:5][CH2:6][CH2:7][CH:8]=[CH2:9])[CH:10]([C:11](=[O:12])[O:13][CH2:14][CH3:15])[C:16](=[O:17])[O:18][CH2:19][CH3:20].[H-:1].[I:21][CH2:22][CH2:23][CH2:24][C:25]([C:26]([C:27]([C:28]([F:29])([F:30])[F:31])([F:32])[F:33])([F:34])[F:35])([F:36])[F:37].[Na+:2].[O:39]1[CH2:40][CH2:41][CH2:42][CH2:43]1.[OH2:38]>>[CH2:3]([CH2:4][CH2:5][CH2:6][CH2:7][CH:8]=[CH2:9])[C:10]([C:11](=[O:12])[O:13][CH2:14][CH3:15])([C:16](=[O:17])[O:18][CH2:19][CH3:20])[CH2:22][CH2:23][CH2:24][C:25]([C:26]([C:27]([C:28]([F:29])([F:30])[F:31])([F:32])[F:33])([F:34])[F:35])([F:36])[F:37]. The reactants are ClC=1C(=NN(C1OC(F)F)C)C1=C(C=C(C(=C1)C(Br)Br)Cl)Cl (4-chloro-3-(2,4-dichloro-5-(di-bromomethyl)phenyl)-5-difluoromethoxy-1-methyl-1H-pyrazole), BrN1C(CCC1=O)=O (N-bromosuccinimide). The solvent is ClC(Cl)(Cl)Cl (tetrachloromethane). Product: BrCN1N=C(C(=C1OC(F)F)Cl)C1=C(C=C(C(=C1)C(Br)Br)Cl)Cl (1-Bromomethyl-4-chloro-3-(2,4-dichloro-5-(dibromomethyl)phenyl)-5-difluoromethoxy-1H-pyrazole). Isolated yield 28.8%. RXN SMILES: [Cl:1][C:2]1[C:3]([C:12]2[CH:17]=[C:16]([CH:18]([Br:20])[Br:19])[C:15]([Cl:21])=[CH:14][C:13]=2[Cl:22])=[N:4][N:5]([CH3:11])[C:6]=1[O:7][CH:8]([F:10])[F:9].[Br:23]N1C(=O)CCC1=O>ClC(Cl)(Cl)Cl>[Br:23][CH2:11][N:5]1[C:6]([O:7][CH:8]([F:9])[F:10])=[C:2]([Cl:1])[C:3]([C:12]2[CH:17]=[C:16]([CH:18]([Br:20])[Br:19])[C:15]([Cl:21])=[CH:14][C:13]=2[Cl:22])=[N:4]1. Procedure details: A solution of 6 g (12 mmol) of 4-chloro-3-(2,4-dichloro-5-(di-bromomethyl)phenyl)-5-difluoromethoxy-1-methyl-1H-pyrazole and 6.4 g (36 mmol) of N-bromosuccinimide in 800 ml of tetrachloromethane was irradiated for 2 hours with a 150 W high-pressure mercury lamp and a UV lamp. The solids were then removed by filtration, and the filtrate was concentrated. Silica gel chromatography of the residue (eluent: hexane/ethyl acetate=4:1) gave 2 g of the target product. 1H-NMR (250 MHz, in CDCl3): δ [ppm]=... Reactants: CC=1OC=C(N1)C(=O)O (2-methyl-oxazole-4-carboxylic acid), C(C(=O)Cl)(=O)Cl (oxalyl chloride). Solvent: C(Cl)Cl (DCM). Conditions: time 30 minute. Yields the product CC=1OC=C(N1)C(=O)Cl (2-methyl-oxazole-4-carbonyl chloride). As a reaction SMILES: [CH3:1][C:2]1[O:3][CH:4]=[C:5]([C:7]([OH:9])=O)[N:6]=1.C(Cl)(=O)C([Cl:13])=O>C(Cl)Cl>[CH3:1][C:2]1[O:3][CH:4]=[C:5]([C:7]([Cl:13])=[O:9])[N:6]=1. Procedure details: To a stirring solution of 2-methyl-oxazole-4-carboxylic acid (30 mg) in DCM (2.0 mL), oxalyl chloride (3.0 eq) was added at room temperature. The reaction mixture was stirred for 30 minutes. Solvents were evaporated and dried under vacuo to afford 2-methyl-oxazole-4-carbonyl chloride.